From a dataset of the Open Reaction Database (ORD), a public repository of structured organic reaction records. describe an organic reaction: reactants, conditions, products, and yield Starting materials: C(C)OC(=O)C=1N=C(N(C(C1O)=O)C)C1=C(C=CC=C1OC)OC (2-(2,6-dimethoxy-phenyl)-5-hydroxy-1-methyl-6-oxo-1,6-dihydro-pyrimidine-4-carboxylic acid ethyl ester), CC=1C=C(CN)C=CC1C (3,4-dimethylbenzylamine). Yields the product CC=1C=C(CNC(=O)C=2N=C(N(C(C2O)=O)C)C2=C(C=CC=C2OC)OC)C=CC1C (N-(3,4-dimethylbenzyl)-2-(2,6-dimethoxyphenyl)-5-hydroxy-1-methyl-6-oxo-1,6-dihydropyrimidine-4-carboxamide), solid. Isolated yield 82.0%. As a reaction SMILES: C(O[C:4]([C:6]1[N:7]=[C:8]([C:15]2[C:20]([O:21][CH3:22])=[CH:19][CH:18]=[CH:17][C:16]=2[O:23][CH3:24])[N:9]([CH3:14])[C:10](=[O:13])[C:11]=1[OH:12])=[O:5])C.[CH3:25][C:26]1[CH:27]=[C:28]([CH:31]=[CH:32][C:33]=1[CH3:34])[CH2:29][NH2:30]>>[CH3:25][C:26]1[CH:27]=[C:28]([CH:31]=[CH:32][C:33]=1[CH3:34])[CH2:29][NH:30][C:4]([C:6]1[N:7]=[C:8]([C:15]2[C:16]([O:23][CH3:24])=[CH:17][CH:18]=[CH:19][C:20]=2[O:21][CH3:22])[N:9]([CH3:14])[C:10](=[O:13])[C:11]=1[OH:12])=[O:5]. Procedure details: Prepared according to the procedure described for example 2 from 2-(2,6-dimethoxy-phenyl)-5-hydroxy-1-methyl-6-oxo-1,6-dihydro-pyrimidine-4-carboxylic acid ethyl ester (50 mg, 0.15 mmol) and 3,4-dimethylbenzylamine (102 mg, 0.75 mmol). The title product was obtained as a brown solid (52 mg, 82% yield). 1HNMR (500 MHz, CDCl3) δ: 12.28 (1H, s), 7.88 (1H, t, J=5.50 Hz), 7.38 (1H, t, J=8.24 Hz), 7.10–7.03 (3H, m), 6.61 (2H, d, J=8.54 Hz), 4.48 (2H, d, J=6.11 Hz), 3.75 (6H, s), 3.28 (3H, s), 2.23 (3H... The reactants are O=C(Cl)Oc1ccc([N+](=O)[O-])cc1, ClCCl, Cc1cc(OCc2ccc(F)cc2F)c(Br)c(=O)n1-c1cccc(CN)c1, c1ccncc1. The product is Cc1cc(OCc2ccc(F)cc2F)c(Br)c(=O)n1-c1cccc(CNC(=O)Oc2ccc([N+](=O)[O-])cc2)c1. Reaction SMILES: [Cl:34][C:35](=[O:36])[O:37][c:38]1[cH:39][cH:40][c:41]([N+:44](=[O:45])[O-:46])[cH:42][cH:43]1.[Cl:47][CH2:48][Cl:49].[NH2:1][CH2:2][c:3]1[cH:4][c:5](-[n:9]2[c:10](=[O:27])[c:11]([Br:26])[c:12]([O:16][CH2:17][c:18]3[c:19]([F:25])[cH:20][c:21]([F:24])[cH:22][cH:23]3)[cH:13][c:14]2[CH3:15])[cH:6][cH:7][cH:8]1.[cH:28]1[cH:29][cH:30][n:31][cH:32][cH:33]1>>[NH:1]([CH2:2][c:3]1[cH:4][c:5](-[n:9]2[c:10](=[O:27])[c:11]([Br:26])[c:12]([O:16][CH2:17][c:18]3[c:19]([F:25])[cH:20][c:21]([F:24])[cH:22][cH:23]3)[cH:13][c:14]2[CH3:15])[cH:6][cH:7][cH:8]1)[C:35](=[O:36])[O:37][c:38]1[cH:39][cH:40][c:41]([N+:44](=[O:45])[O-:46])[cH:42][cH:43]1.